The task is: describe an organic reaction: reactants, conditions, products, and yield. This data is from the Open Reaction Database (ORD), a public repository of structured organic reaction records. Reactants: C(C)OC(C1=C(C(=CC(=C1)F)C(NCC(F)(F)F)=O)OCC1=CC=CC=C1)=O (2-benzyloxy-5-fluoro-(2,2,2-trifluoroethylcarbamoyl)-benzoic acid ethyl ester), [OH-].[Na+] (sodium hydroxide). Solvent: O1CCOCC1 (dioxane). Reaction conditions: temperature 40 celsius, time 1 hour. Yields the product C(C1=CC=CC=C1)OC1=C(C(=O)O)C=C(C=C1C(NCC(F)(F)F)=O)F (2-Benzyloxy-5-fluoro-3-(2,2,2-trifluoroethylcarbamoyl)-benzoic acid). Reaction SMILES: C([O:3][C:4](=[O:28])[C:5]1[CH:10]=[C:9]([F:11])[CH:8]=[C:7]([C:12](=[O:19])[NH:13][CH2:14][C:15]([F:18])([F:17])[F:16])[C:6]=1[O:20][CH2:21][C:22]1[CH:27]=[CH:26][CH:25]=[CH:24][CH:23]=1)C.[OH-].[Na+]>O1CCOCC1>[CH2:21]([O:20][C:6]1[C:7]([C:12](=[O:19])[NH:13][CH2:14][C:15]([F:16])([F:17])[F:18])=[CH:8][C:9]([F:11])=[CH:10][C:5]=1[C:4]([OH:28])=[O:3])[C:22]1[CH:23]=[CH:24][CH:25]=[CH:26][CH:27]=1 |f:1.2|. Procedure: 10.78 g (27 mmol) of 2-benzyloxy-5-fluoro-(2,2,2-trifluoroethylcarbamoyl)-benzoic acid ethyl ester is dissolved in 60 ml of dioxane, the solution is mixed with 17.5 ml (35 mmol) of 2N sodium hydroxide solution, stirred for 1 hour at room temperature and 1 hour at 40° C. The reaction mixture is concentrated by evaporation under reduced pressure, the residue is taken up in 80 ml of water, acidified to pH 1 with concentrated hydrochloric acid. In this case, the acid precipitates mostly at amorphous... The reactants are [I-].[Na+] (Sodium iodide), ClCSC1=NC=C(C=N1)Cl (2-chloromethylthio-5-chloropyrimidine). Run in CC(=O)C (acetone). The product is ICSC1=NC=C(C=N1)Cl (2-(Iodomethyl)thio-5-chloropyrimidine). The yield is 86.0%. As a reaction SMILES: [I-:1].[Na+].Cl[CH2:4][S:5][C:6]1[N:11]=[CH:10][C:9]([Cl:12])=[CH:8][N:7]=1>CC(C)=O>[I:1][CH2:4][S:5][C:6]1[N:11]=[CH:10][C:9]([Cl:12])=[CH:8][N:7]=1 |f:0.1|. Procedure: Sodium iodide (30 mmol) was added to a solution of 2-chloromethylthio-5-chloropyrimidine (6.7 mmol) in acetone (30 ml) and the mixture heated under reflux for 4 h. The precipitated sodium chloride was removed by filtration, the filtrate evaporated to dryness, the residue triturated with water and recrystallized from ethanol; yield 86%, m.p. 67° C. 1H NMR (CDCl3): δ4.82 (SCH2), 8.67 (H-4, H-6). Reactants: CCN=C=O, CCN(C(C)C)C(C)C, CC(Oc1c(N)ncc2c(C3=CCNCC3)coc12)c1c(Cl)ccc(F)c1Cl, CN(C)C=O. Yields the product CCNC(=O)N1CC=C(c2coc3c(OC(C)c4c(Cl)ccc(F)c4Cl)c(N)ncc23)CC1. As a reaction SMILES: [CH2:29]([CH3:30])[N:31]=[C:32]=[O:33].[CH:34]([N:35]([CH2:36][CH3:37])[CH:38]([CH3:39])[CH3:40])([CH3:41])[CH3:42].[Cl:1][c:2]1[c:3]([CH:10]([CH3:11])[O:12][c:13]2[c:14]3[c:15]([cH:16][n:17][c:18]2[NH2:19])[c:20]([C:23]2=[CH:28][CH2:27][NH:26][CH2:25][CH2:24]2)[cH:21][o:22]3)[c:4]([Cl:9])[cH:5][cH:6][c:7]1[F:8].[O:43]=[CH:44][N:45]([CH3:46])[CH3:47]>>[Cl:1][c:2]1[c:3]([CH:10]([CH3:11])[O:12][c:13]2[c:14]3[c:15]([cH:16][n:17][c:18]2[NH2:19])[c:20]([C:23]2=[CH:28][CH2:27][N:26]([C:32]([NH:31][CH2:29][CH3:30])=[O:33])[CH2:25][CH2:24]2)[cH:21][o:22]3)[c:4]([Cl:9])[cH:5][cH:6][c:7]1[F:8]. Reactants: COC(=O)c1ccc(C(=O)[O-])cc1, C1CCNCC1, [Cl-], ClCCl, Cl. Product: O=C(O)c1ccc(C(=O)N2CCCCC2)cc1. Reaction SMILES: [C:8]([c:9]1[cH:10][cH:11][c:12]([C:13](=[O:14])[O-:15])[cH:16][cH:17]1)(=[O:18])[O:19][CH3:20].[CH2:1]1[CH2:2][CH2:3][NH:4][CH2:5][CH2:6]1.[Cl-:7].[Cl:21][CH2:22][Cl:23].[ClH:24]>>[CH2:1]1[CH2:2][CH2:3][N:4]([C:8]([c:9]2[cH:10][cH:11][c:12]([C:13](=[O:14])[OH:15])[cH:16][cH:17]2)=[O:18])[CH2:5][CH2:6]1. Procedure details: An operation was carried out in the same manner as in Example 14, except that 0.63 mL (0.375 mmol) of 2-naphthylmagnesium bromide (0.60 mol/L) prepared from magnesium and 2-bromonaphthalene was used instead of the anhydrous THF solution of phenylmagnesium bromide. Thus, (S)-1-naphthylphenylmethanol was obtained. The conversion rate of the raw material was 99%, while the enantiomeric excess was 80% ee. Product: C1(=CC=CC2=CC=CC=C12)[C@@H](O)C1=CC=CC=C1 ((S)-1-naphthylphenylmethanol). The reactants are C1=C(C=CC2=CC=CC=C12)[Mg]Br (2-naphthylmagnesium bromide), C1(=CC=CC=C1)[Mg]Br (phenylmagnesium bromide), [Mg] (magnesium), BrC1=CC2=CC=CC=C2C=C1 (2-bromonaphthalene), C1CCOC1 (THF). RXN SMILES: [CH:1]1[C:10]2[C:5](=[CH:6][CH:7]=[CH:8][CH:9]=2)[CH:4]=[CH:3][C:2]=1[Mg]Br.[Mg].Br[C:15]1[CH:24]=[CH:23][C:22]2[C:17](=[CH:18]C=CC=2)[CH:16]=1.C1([Mg]Br)C=CC=CC=1.C1C[O:36]CC1>>[C:1]1([C@H:18]([C:17]2[CH:22]=[CH:23][CH:24]=[CH:15][CH:16]=2)[OH:36])[C:10]2[C:5](=[CH:6][CH:7]=[CH:8][CH:9]=2)[CH:4]=[CH:3][CH:2]=1. Reactants: [BH4-], CCc1cc2c(=O)n(C(C)C(=O)OC)c(=O)n(Cc3ccc(-c4ccccc4C#N)cc3)c2s1, CCOC(=O)Cl, CN1CCOCC1, CO, [Na+], C1CCOC1. Yields the product CCc1cc2c(=O)n(C(C)CO)c(=O)n(Cc3ccc(-c4ccccc4C#N)cc3)c2s1. RXN SMILES: [BH4-:48].[C:1](#[N:2])[c:3]1[c:4](-[c:9]2[cH:10][cH:11][c:12]([CH2:15][n:16]3[c:17](=[O:34])[n:18]([CH:28]([C:29](=[O:30])[O:31][CH3:32])[CH3:33])[c:19](=[O:27])[c:20]4[c:21]3[s:22][c:23]([CH2:25][CH3:26])[cH:24]4)[cH:13][cH:14]2)[cH:5][cH:6][cH:7][cH:8]1.[C:42]([Cl:43])(=[O:44])[O:45][CH2:46][CH3:47].[CH3:35][N:36]1[CH2:37][CH2:38][O:39][CH2:40][CH2:41]1.[CH3:50][OH:51].[Na+:49].[O:52]1[CH2:53][CH2:54][CH2:55][CH2:56]1>>[C:1](#[N:2])[c:3]1[c:4](-[c:9]2[cH:10][cH:11][c:12]([CH2:15][n:16]3[c:17](=[O:34])[n:18]([CH:28]([CH2:29][OH:30])[CH3:33])[c:19](=[O:27])[c:20]4[c:21]3[s:22][c:23]([CH2:25][CH3:26])[cH:24]4)[cH:13][cH:14]2)[cH:5][cH:6][cH:7][cH:8]1. The reactants are CC(C)O, ClC(Cl)Cl, Clc1ccnc2ccccc12, [Na+], [Na+], O=C([O-])[O-], NCCCN(CCO)CCO. The product is OCCN(CCO)CCCNc1ccnc2ccccc12. Reaction SMILES: [CH:29]([OH:30])([CH3:31])[CH3:32].[CH:33]([Cl:34])([Cl:35])[Cl:36].[Cl:1][c:2]1[cH:3][cH:4][n:5][c:6]2[cH:7][cH:8][cH:9][cH:10][c:11]12.[Na+:23].[Na+:24].[O-:25][C:26](=[O:27])[O-:28].[OH:12][CH2:13][CH2:14][N:15]([CH2:16][CH2:17][OH:18])[CH2:19][CH2:20][CH2:21][NH2:22]>>[c:2]1([NH:22][CH2:21][CH2:20][CH2:19][N:15]([CH2:14][CH2:13][OH:12])[CH2:16][CH2:17][OH:18])[cH:3][cH:4][n:5][c:6]2[cH:7][cH:8][cH:9][cH:10][c:11]12.